Dataset: the Open Reaction Database (ORD), a public repository of structured organic reaction records. Task: describe an organic reaction: reactants, conditions, products, and yield The reactants are C[C@@H]1NC[C@H]1OC1=CC(=CC=C1)C(F)(F)F (trans-2-methyl-3-[3-(trifluoromethyl)phenoxy]azetidine), [N+](=O)([O-])NC(=O)N (nitrourea). Solvent: CC(=O)C (acetone), O (water), O (water). Reaction conditions: time 8 hour. Product: C[C@@H]1N(C[C@H]1OC1=CC(=CC=C1)C(F)(F)F)C(=O)N (trans-2-Methyl-3-[3-(trifluoromethyl)phenoxy]-1-azetidinecarboxamide). Isolated yield 81.4%. Reaction SMILES: [CH3:1][C@H:2]1[C@H:5]([O:6][C:7]2[CH:12]=[CH:11][CH:10]=[C:9]([C:13]([F:16])([F:15])[F:14])[CH:8]=2)[CH2:4][NH:3]1.[N+]([NH:20][C:21](N)=[O:22])([O-])=O>CC(C)=O.O>[CH3:1][C@H:2]1[C@H:5]([O:6][C:7]2[CH:12]=[CH:11][CH:10]=[C:9]([C:13]([F:14])([F:16])[F:15])[CH:8]=2)[CH2:4][N:3]1[C:21]([NH2:20])=[O:22]. Procedure: A mixture of 6 g (0.015 mole) of crude trans-2-methyl-3-[3-(trifluoromethyl)phenoxy]azetidine (purity 56.6% contains diphenylmethane) and 2.4 g (0.0225 mole) of nitrourea in 40 ml of acetone was treated with 4 ml of water, then heated until a clear homogenous solution was obtained. The reaction mixture was stirred overnight as it cooled to ambient temperature and diluted with water until an oil separated. The oil solidified and was recrystallized from ethanol/water, yielding 4.3 g of white plate... Starting materials: CC=1N=C2N(C(C1C1=CC=C(C=C1)OCC(F)(F)F)=O)C=CS2 (7-Methyl-6-[4-(2,2,2-trifluoroethoxy)phenyl]-5H-[1,3]thiazolo[3,2-a]-pyrimidin-5-one), C1(CC1)COC1=C(C=O)C=CC=C1OC (2-cyclopropylmethoxy-3-methoxybenzaldehyde), [O-]CC.[Na+] (sodium ethoxide). Run in C(C)O (ethanol). The product is C1(CC1)COC1=C(C=CC=C1OC)/C=C/C=1N=C2N(C(C1C1=CC=C(C=C1)OCC(F)(F)F)=O)C=CS2 (7-[(E)-2-(2-Cyclopropylmethoxy-3-methoxyphenyl)-1-ethenyl]-6-(4-(2,2,2-tri fluoroethoxy)phenyl]-5H-[1,3]thiazolo[3,2-a]pyrimidin-5-one). Yield: 46.8%. RXN SMILES: [CH3:1][C:2]1[N:3]=[C:4]2[S:23][CH:22]=[CH:21][N:5]2[C:6](=[O:20])[C:7]=1[C:8]1[CH:13]=[CH:12][C:11]([O:14][CH2:15][C:16]([F:19])([F:18])[F:17])=[CH:10][CH:9]=1.[CH:24]1([CH2:27][O:28][C:29]2[C:36]([O:37][CH3:38])=[CH:35][CH:34]=[CH:33][C:30]=2[CH:31]=O)[CH2:26][CH2:25]1.[O-]CC.[Na+]>C(O)C>[CH:24]1([CH2:27][O:28][C:29]2[C:36]([O:37][CH3:38])=[CH:35][CH:34]=[CH:33][C:30]=2/[CH:31]=[CH:1]/[C:2]2[N:3]=[C:4]3[S:23][CH:22]=[CH:21][N:5]3[C:6](=[O:20])[C:7]=2[C:8]2[CH:13]=[CH:12][C:11]([O:14][CH2:15][C:16]([F:18])([F:19])[F:17])=[CH:10][CH:9]=2)[CH2:25][CH2:26]1 |f:2.3|. Procedure details: The title compound was synthesized by condensation of Intermediate 11 (325 mg, 0.95 mmol) with 2-cyclopropylmethoxy-3-methoxybenzaldehyde (255 mg, 1.20 mmol) in presence of sodium ethoxide (129 mg, 1.90 mmol) in ethanol (25 ml) according to the procedure of Example 24 to give 235 mg of the desired product; 1H NMR (300 MHz, DMSO-d6) δ 0.27 (br s, 2H), 0.51 (br s, 2H), 1.04-1.06 (m, 1H), 3.68-3.70 (m, 2H), 3.77 (m, 3H), 4.81-4.83 (m, 2H), 6.89-6.98 (m, 4H), 7.13-7.15 (m, 2H), 7.27-7.29 (m, 2H), 7.... Isolated yield 75.6%. Yields the product C(C)(=O)OCC(=O)C1(CCC=2C(=C3C(C=4C=CC=CC4C(C3=CC2C1)=O)=O)O)O (9-acetoxyacetyl6,9-dihydroxy-5,7,8,9,10,12-hexahydronaphthacene-5,12-dione). Starting materials: BrCC(=O)C1(CCC=2C(=C3C(C=4C=CC=CC4C(C3=CC2C1)=O)=O)O)O (9-bromoacetyl-6,9-dihydroxy-5,7,8,9,10,12-hexahydronaphthacene-5,12-dione), C(C)(=O)[O-].[Na+] (sodium acetate). Solvent: CC(=O)C (acetone). Procedure details: To a solution of 9-bromoacetyl-6,9-dihydroxy-5,7,8,9,10,12-hexahydronaphthacene-5,12-dione (780 mg) in acetone (64 ml) was added sodium acetate (1.6 g) and the mixture was allowed to react at room temperature for 65 hours. After removing insoluble matters by filtration, the most part of the solvent was distilled off under reduced pressure and subjected to filtration to give yellow crystals (560 mg, 76%) of 9-acetoxyacetyl6,9-dihydroxy-5,7,8,9,10,12-hexahydronaphthacene-5,12-dione. M.P., 203°-206... Reaction SMILES: Br[CH2:2][C:3]([C:5]1([OH:26])[CH2:22][C:21]2[CH:20]=[C:19]3[C:10]([C:11](=[O:24])[C:12]4[CH:13]=[CH:14][CH:15]=[CH:16][C:17]=4[C:18]3=[O:23])=[C:9]([OH:25])[C:8]=2[CH2:7][CH2:6]1)=[O:4].[C:27]([O-:30])(=[O:29])[CH3:28].[Na+]>CC(C)=O>[C:27]([O:30][CH2:2][C:3]([C:5]1([OH:26])[CH2:22][C:21]2[CH:20]=[C:19]3[C:10]([C:11](=[O:24])[C:12]4[CH:13]=[CH:14][CH:15]=[CH:16][C:17]=4[C:18]3=[O:23])=[C:9]([OH:25])[C:8]=2[CH2:7][CH2:6]1)=[O:4])(=[O:29])[CH3:28] |f:1.2|. The reactants are N1C=NC=C1 (imidazole), C(C1CO1)OCC1CO1 (glycidyl ether), C(C=C)(=O)Cl (acryloyl chloride). The solvent is CN(C=O)C (N,N-dimethyl formamide). Run at time 14 hour. Product: C(C1CO1)OCC1CO1.C(C=C)(=O)[O-] (glycidyl ether acrylate). RXN SMILES: [CH2:1]([O:5][CH2:6][CH:7]1[O:9][CH2:8]1)[CH:2]1[O:4][CH2:3]1.[C:10](Cl)(=[O:13])[CH:11]=[CH2:12].N1C=CN=C1>CN(C)C=O>[CH2:1]([O:5][CH2:6][CH:7]1[O:9][CH2:8]1)[CH:2]1[O:4][CH2:3]1.[C:10]([O-:13])(=[O:4])[CH:11]=[CH2:12] |f:4.5|. Procedure: 1 part by weight of glycidyl ether and 2.5 to 5 parts by weight of acryloyl chloride are added into a three-neck flask, and then 15 to 25 parts by weight of N,N-dimethyl formamide as a solvent, and 0.1 to 0.5 parts by weight of imidazole as a reaction promoter are added therein. The reactants are heated to 90° C. to 140° C. with stirring under N2 atmosphere and the reaction is kept for 4 to 24 h. Then the solvent of N,N-dimethyl formamide is removed by reduced pressure distillation, and the resi...